From a dataset of the Open Reaction Database (ORD), a public repository of structured organic reaction records. describe an organic reaction: reactants, conditions, products, and yield Run in CS(=O)C (DMSO). Conditions: temperature 0 celsius. Isolated yield 152.5%. RXN SMILES: [CH:1]([C:3]1[S:7][C:6]([O:8][C:9]2[CH:16]=[CH:15][C:12]([C:13]#[N:14])=[CH:11][CH:10]=2)=[CH:5][CH:4]=1)=[O:2].C([O-])([O-])=[O:18].[K+].[K+].OO>CS(C)=O>[CH:1]([C:3]1[S:7][C:6]([O:8][C:9]2[CH:16]=[CH:15][C:12]([C:13]([NH2:14])=[O:18])=[CH:11][CH:10]=2)=[CH:5][CH:4]=1)=[O:2] |f:1.2.3|. Product: C(=O)C1=CC=C(S1)OC1=CC=C(C(=O)N)C=C1 (4-(5-Formyl-thiophen-2-yloxy)-benzamide). Starting materials: C(=O)C1=CC=C(S1)OC1=CC=C(C#N)C=C1 (4-(5-formyl-thiophen-2-yloxy)-benzonitrile), C(=O)([O-])[O-].[K+].[K+] (K2CO3), OO (hydrogen peroxide). Reported procedure: Combine 4-(5-formyl-thiophen-2-yloxy)-benzonitrile (772 mg, 3.36 mmol), K2CO3 (powder, 232 mg, 50 mol %) and DMSO (33 mL). Cool down to 0° C. Add hydrogen peroxide (1.01 mL) dropwise. Stir the resulting reaction mixture for 3 hours. Pour the reaction mixture onto H2O (5 mL). Stir for 5 min till a white precipitate appears, then filter and dry under vacuum to provide 633 mg (76%) of the title compound. Part C would be the reaction of this intermediate with an amine to make the final compound. Exa... The reactants are C(#N)NC(SC)=NCCSCC=1OC2=C(C1)C=CC(=C2)CN(C)C (N-Cyano-N'-[ 2-(6-dimethylaminomethyl-2-benzofuranylmethylthio)ethyl]-S-methylisothiourea), C(C#C)N (propargylamine). Run in C(C)#N (acetonitrile). Product: C(#N)NC(=NCC#C)NCCSCC=1OC2=C(C1)C=CC(=C2)CN(C)C (N-cyano-N'-[2-(6-dimethylaminomethyl-2-benzofuranylmethylthio)ethyl]-N"-(2-propynyl)guanidine). As a reaction SMILES: [C:1]([NH:3][C:4](=[N:7][CH2:8][CH2:9][S:10][CH2:11][C:12]1[O:13][C:14]2[CH:20]=[C:19]([CH2:21][N:22]([CH3:24])[CH3:23])[CH:18]=[CH:17][C:15]=2[CH:16]=1)SC)#[N:2].[CH2:25]([NH2:28])[C:26]#[CH:27]>C(#N)C>[C:1]([NH:3][C:4]([NH:7][CH2:8][CH2:9][S:10][CH2:11][C:12]1[O:13][C:14]2[CH:20]=[C:19]([CH2:21][N:22]([CH3:24])[CH3:23])[CH:18]=[CH:17][C:15]=2[CH:16]=1)=[N:28][CH2:25][C:26]#[CH:27])#[N:2]. Procedure details: A solutiion of N-cyano-N'-[2-(6-dimethylaminomethyl)-2-benzofuranylmethylthio)ethyl]-S-methylisothiourea (Example 1, Step F) (6.55 g., 0.018 mole) and propargylamine (4.0 g., 0.073 mole) in acetonitrile (100 ml.) is heated in a sealed pressure vessel at 110°-120° C. for 36 hours. The reaction solution is then evaporated at reduced pressure. N-cyano-N'-[2-(6-dimethylaminomethyl-2-benzofuranylmethylthio)ethyl]-N"-(2-propynyl)guanidine is obtained when the residual oil is chromatographed on silica ...